This data is from the Open Reaction Database (ORD), a public repository of structured organic reaction records. The task is: describe an organic reaction: reactants, conditions, products, and yield Reactants: Cl (Hydrogen chloride), Teflon, C(C)O (ethanol), ClC1=CC(=C(C#N)C=C1)OCC (4-chloro-2-ethoxy-benzonitrile), ClC1=CC(=C(C#N)C=C1)OCC (4-chloro-2-ethoxy-benzonitrile). Run at temperature 0 celsius, time 45 minute. Product: Cl.ClC1=CC(=C(C(OCC)=N)C=C1)OCC (ethyl 4-chloro-2-ethoxy-benzimidate hydrochloride). Yield: 94.0%. RXN SMILES: Cl.[Cl:2][C:3]1[CH:10]=[CH:9][C:6]([C:7]#[N:8])=[C:5]([O:11][CH2:12][CH3:13])[CH:4]=1.[CH2:14]([OH:16])[CH3:15]>>[ClH:2].[Cl:2][C:3]1[CH:10]=[CH:9][C:6]([C:7](=[NH:8])[O:16][CH2:14][CH3:15])=[C:5]([O:11][CH2:12][CH3:13])[CH:4]=1 |f:3.4|. Reported procedure: Hydrogen chloride gas was passed through a solution of 4-chloro-2-ethoxy-benzonitrile (670 mg, 3.689 mmol) in anhydrous ethanol (25 mL) cooled to 0° C. After 45 min, the hydrogen chloride gas was stopped and the reaction vessel was sealed with a Teflon stopper. It was stirred at room temperature for 5 d. The reaction vessel was cooled to 0° C. and the stopper was removed. The solvent was removed and the residue was triturated in diethyl ether to afford ethyl 4-chloro-2-ethoxy-benzimidate hydroch...